This data is from the Open Reaction Database (ORD), a public repository of structured organic reaction records. The task is: describe an organic reaction: reactants, conditions, products, and yield Starting materials: [BH4-].[Na+] (sodium borohydride), ClC=1SC=C(N1)C(CBr)=O (2-chloro-4-bromoacetyl-thiazole), OCCNC(CC1=CC=C(C=C1)OCC(=O)OC)C (N-(2-hydroxyethyl)-2-(4-carbomethoxymethoxyphenyl)-1-methylethylamine). The solvent is CO (methanol). Product: OCCOC1=CC=C(C=C1)CC(C)N(CC(C=1N=C(SC1)Cl)O)CCO (N-[2-(4-(2-Hydroxyethoxy)phenyl)-1-methylethyl]-N-(2-hydroxy-ethyl)-2-hydroxy-2-(2-chloro-thiazol-4-yl)ethanamine). Reaction SMILES: [Cl:1][C:2]1[S:3][CH:4]=[C:5]([C:7](=[O:10])[CH2:8]Br)[N:6]=1.[OH:11][CH2:12][CH2:13][NH:14][CH:15]([CH3:29])[CH2:16][C:17]1[CH:22]=[CH:21][C:20]([O:23][CH2:24][C:25](OC)=[O:26])=[CH:19][CH:18]=1.[BH4-].[Na+]>CO>[OH:26][CH2:25][CH2:24][O:23][C:20]1[CH:21]=[CH:22][C:17]([CH2:16][CH:15]([N:14]([CH2:13][CH2:12][OH:11])[CH2:8][CH:7]([OH:10])[C:5]2[N:6]=[C:2]([Cl:1])[S:3][CH:4]=2)[CH3:29])=[CH:18][CH:19]=1 |f:2.3|. Procedure: Prepared by analogy to Example 30 by reaction of 2-chloro-4-bromoacetyl-thiazole with N-(2-hydroxyethyl)-2-(4-carbomethoxymethoxyphenyl)-1-methylethylamine followed by reduction in methanol with sodium borohydride at room temperature. The crude product is purified on a silica gel column using chloroform/ethyl acetate/methanol=10:9:1 as eluant.